From a dataset of the Open Reaction Database (ORD), a public repository of structured organic reaction records. describe an organic reaction: reactants, conditions, products, and yield Starting materials: CC(C)(C)OC(=O)N(C(=O)OC(C)(C)C)C1CCC(=O)CC1N, CC(=O)O[BH-](OC(C)=O)OC(C)=O, ClCCl, Cl, CCOC(=O)C1(N)CC1, [Na+], [Na+], O=C([O-])O. Yields the product CCOC(=O)C1(NC2CCC(N(C(=O)OC(C)(C)C)C(=O)OC(C)(C)C)C(N)C2)CC1. Reaction SMILES: [C:11]([CH3:12])([CH3:13])([CH3:14])[O:15][C:16](=[O:17])[N:18]([CH:19]1[CH:20]([NH2:26])[CH2:21][C:22](=[O:25])[CH2:23][CH2:24]1)[C:27](=[O:28])[O:29][C:30]([CH3:31])([CH3:32])[CH3:33].[C:34]([O:35][BH-:36]([O:37][C:38](=[O:39])[CH3:40])[O:41][C:42](=[O:43])[CH3:44])(=[O:45])[CH3:46].[Cl:53][CH2:54][Cl:55].[ClH:1].[NH2:2][C:3]1([C:6](=[O:7])[O:8][CH2:9][CH3:10])[CH2:4][CH2:5]1.[Na+:47].[Na+:48].[OH:49][C:50](=[O:51])[O-:52]>>[NH:2]([C:3]1([C:6](=[O:7])[O:8][CH2:9][CH3:10])[CH2:4][CH2:5]1)[CH:22]1[CH2:21][CH:20]([NH2:26])[CH:19]([N:18]([C:16]([O:15][C:11]([CH3:12])([CH3:13])[CH3:14])=[O:17])[C:27](=[O:28])[O:29][C:30]([CH3:31])([CH3:32])[CH3:33])[CH2:24][CH2:23]1. Starting materials: OC[C@H]1N2C(N([C@H](C=C1C)C2)OCC=C)=O ((2S,5R)-2-(hydroxymethyl)-3-methyl-6-(prop-2-en-1-yloxy)-1,6-diazabicyclo[3.2.1]oct-3-en-7-one), OC[C@H]1N2C(N([C@H](C=C1C)C2)OCC=C)=O ((2S,5R)-2-(hydroxymethyl)-3-methyl-6-(prop-2-en-1-yloxy)-1,6-diazabicyclo[3.2.1]oct-3-en-7-one), H5IO6, O (H2O), CrO3, solution. The solvent is C(C)#N (acetonitrile), CC#N (CH3CN). Yields the product CC=1C(N2C(N(C(C1)C2)OCC=C)=O)C(=O)O (3-methyl-7-oxo-6-(prop-2-en-1-yloxy)-1,6-diazabicyclo[3.2.1]oct-3-ene-2-carboxylic acid). Reaction SMILES: [OH2:1].[OH:2][CH2:3][C@@H:4]1[C:10]([CH3:11])=[CH:9][C@@H:8]2[CH2:12][N:5]1[C:6](=[O:17])[N:7]2[O:13][CH2:14][CH:15]=[CH2:16]>CC#N>[CH3:11][C:10]1[CH:4]([C:3]([OH:1])=[O:2])[N:5]2[CH2:12][CH:8]([CH:9]=1)[N:7]([O:13][CH2:14][CH:15]=[CH2:16])[C:6]2=[O:17]. Procedure: To a solution of H5IO6 (12.93 g, 56.71 mmol) in wet CH3CN (150 mL, 0.75% H2O v/v) at r.t. was added CrO3 (128 mg, 1.28 mmol). The mixture was stirred until complete dissolved was achieved. Into a 100-mL round-bottom flask, was placed wet acetonitrile (35 mL), (2S,5R)-2-(hydroxymethyl)-3-methyl-6-(prop-2-en-1-yloxy)-1,6-diazabicyclo[3.2.1]oct-3-en-7-one (Intermediate 149, 740 mg, 3.30 mmol, 1.00 equiv) and it was cooled to 0° C., then the above oxidation solution (35 mL, 3.00 equiv) was added dro... The reactants are BrC1=C(N=C(N=N1)N)C1=CC=CC=C1 (6-bromo-5-phenyl-1,2,4-triazin-3-amine), CN(C=1C=C(C=CC1)B(O)O)C (3-(dimethylamino)phenylboronic acid). The product is CN(C=1C=C(C=CC1)C1=C(N=C(N=N1)N)C1=CC=CC=C1)C (6-[3-(Dimethylamino)phenyl]-5-phenyl-1,2,4-triazin-3-amine). Isolated yield 60.8%. As a reaction SMILES: Br[C:2]1[N:7]=[N:6][C:5]([NH2:8])=[N:4][C:3]=1[C:9]1[CH:14]=[CH:13][CH:12]=[CH:11][CH:10]=1.[CH3:15][N:16]([CH3:26])[C:17]1[CH:18]=[C:19](B(O)O)[CH:20]=[CH:21][CH:22]=1>>[CH3:15][N:16]([CH3:26])[C:17]1[CH:22]=[C:21]([C:2]2[N:7]=[N:6][C:5]([NH2:8])=[N:4][C:3]=2[C:9]2[CH:14]=[CH:13][CH:12]=[CH:11][CH:10]=2)[CH:20]=[CH:19][CH:18]=1. Reported procedure: 6-[3-(Dimethylamino)phenyl]-5-phenyl-1,2,4-triazin-3-amine (53 mg, 60%) was prepared from 6-bromo-5-phenyl-1,2,4-triazin-3-amine (75 mg, 0.299 mmol) and 3-(dimethylamino)phenylboronic acid (56.7 mg, 0.344 mmol) according to the general procedure of Example 1. Reactants: C[C@@H](CCBr)CCC[C@@H](CCCC(C)C)C ((3R,7R)-3,7,11-trimethyl-dodecyl bromide), COC1=C(C(=C(C(=C1C)C)OC)C)CC[C@]1(CO1)C ((S)-4-(2',5'-dimethoxy-3',4',6'-trimethylphenyl)-2-methyl-1,2-epoxybutane), [Cl-].[NH4+] (ammonium chloride), [Mg] (magnesium). The reagents and catalysts are [Cu+] (copper (I)). Run in C(C)OCC (ethyl ether). Run at time 8 hour. Yields the product COC1=C(C(=C(C(=C1C)C)OC)C)CC[C@@](CCC[C@@H](CCC[C@@H](CCCC(C)C)C)C)(O)C ((3R,7R,11R)-1-(2',5'-dimethoxy-3',4',6'-trimethylphenyl)-3,7,11,15-tetramethylhexadecan-3-ol). As a reaction SMILES: [CH3:1][C@H:2]([CH2:6][CH2:7][CH2:8][C@H:9]([CH3:16])[CH2:10][CH2:11][CH2:12][CH:13]([CH3:15])[CH3:14])[CH2:3][CH2:4]Br.[Mg].[CH3:18][O:19][C:20]1[C:25]([CH3:26])=[C:24]([CH3:27])[C:23]([O:28][CH3:29])=[C:22]([CH3:30])[C:21]=1[CH2:31][CH2:32][C@:33]1([CH3:36])[O:35][CH2:34]1.[Cl-].[NH4+]>C(OCC)C.[Cu+]>[CH3:18][O:19][C:20]1[C:25]([CH3:26])=[C:24]([CH3:27])[C:23]([O:28][CH3:29])=[C:22]([CH3:30])[C:21]=1[CH2:31][CH2:32][C@:33]([CH3:36])([OH:35])[CH2:34][CH2:4][CH2:3][C@H:2]([CH3:1])[CH2:6][CH2:7][CH2:8][C@H:9]([CH3:16])[CH2:10][CH2:11][CH2:12][CH:13]([CH3:15])[CH3:14] |f:3.4|. Procedure details: 5.8 mmol of (3R,7R)-3,7,11-trimethyl-dodecyl bromide were heated at reflux in 20 ml of ethyl ether for 0.25 hour with calcinated magnesium. 1 g of (S)-4-(2',5'-dimethoxy-3',4',6'-trimethylphenyl)-2-methyl-1,2-epoxybutane and 0.9 g of copper (I) 2-propylacetylide [or 1.2 g of copper (I) bromide-dimethyl sulphide complex] were then added at 0° C. The temperature of the mixture was subsequently left to rise to room temperature and the mixture was stirred overnight. 10 ml of ammonium chloride were t... The reactants are COc1ccc(Br)cc1[N+](=O)[O-], O=C([O-])[O-], CCOC(C)=O, [Na+], [Na+], OB(O)c1cccnc1. The product is COc1ccc(-c2cccnc2)cc1[N+](=O)[O-]. RXN SMILES: [Br:1][c:2]1[cH:3][c:4]([N+:10](=[O:11])[O-:12])[c:5]([O:8][CH3:9])[cH:6][cH:7]1.[C:22](=[O:23])([O-:24])[O-:25].[CH3:28][CH2:29][O:30][C:31](=[O:32])[CH3:33].[Na+:26].[Na+:27].[n:13]1[cH:14][c:15]([B:19]([OH:20])[OH:21])[cH:16][cH:17][cH:18]1>>[c:2]1(-[c:15]2[cH:14][n:13][cH:18][cH:17][cH:16]2)[cH:3][c:4]([N+:10](=[O:11])[O-:12])[c:5]([O:8][CH3:9])[cH:6][cH:7]1. Starting materials: C(C)(C)OC1=CC=C(OC2=CC=C(C=C2)C2=NOC(=C2)C(C)N)C=C1 (1-{3-[4-(4-isopropoxyphenoxy)phenyl]isoxazol-5-yl}ethanamine), ClC(=O)OC (methyl chloroformate). Solvent: ClCCl (dichloromethane), O1CCCC1 (tetrahydrofuran), C(C)N(CC)CC (triethyl amine). Run at time 30 minute. Product: C(C)(C)OC1=CC=C(OC2=CC=C(C=C2)C2=NOC(=C2)C(C)NC(OC)=O)C=C1 (methyl 1-{3-[4-(4-isopropoxyphenoxy)phenyl]isoxazol-5-yl}ethylcarbamate). The yield is 59.0%. As a reaction SMILES: [CH:1]([O:4][C:5]1[CH:25]=[CH:24][C:8]([O:9][C:10]2[CH:15]=[CH:14][C:13]([C:16]3[CH:20]=[C:19]([CH:21]([NH2:23])[CH3:22])[O:18][N:17]=3)=[CH:12][CH:11]=2)=[CH:7][CH:6]=1)([CH3:3])[CH3:2].Cl[C:27]([O:29][CH3:30])=[O:28]>O1CCCC1.C(N(CC)CC)C.ClCCl>[CH:1]([O:4][C:5]1[CH:25]=[CH:24][C:8]([O:9][C:10]2[CH:15]=[CH:14][C:13]([C:16]3[CH:20]=[C:19]([CH:21]([NH:23][C:27](=[O:28])[O:29][CH3:30])[CH3:22])[O:18][N:17]=3)=[CH:12][CH:11]=2)=[CH:7][CH:6]=1)([CH3:2])[CH3:3]. Reported procedure: A solution of Example 17F (340 mg, 1.00 mmol) in tetrahydrofuran (5 mL) and triethyl amine (1.0 mL) was cooled to 0° C. To this was added methyl chloroformate (200 μL, 2.59 mmol) at 0° C. The mixture was stirred at room temperature for 30 minutes. The reaction was diluted with dichloromethane, which was washed with water (1×) and concentrated. The residue was purified on silica gel eluting with hexane and ethyl acetate gradient to give the desired product as a white solid (234 mg, 59%). MS (DCI)...